Dataset: the Open Reaction Database (ORD), a public repository of structured organic reaction records. Task: describe an organic reaction: reactants, conditions, products, and yield The reactants are [H-].[H-].[H-].[H-].[Li+].[Al+3] (LiAlH4), ClC1=CC=C(C=C1)S(=O)(=O)N([C@H]1C(NCCC(C1)(C)C)=O)CC1=C(C=C(C(=O)O)C=C1)F (4-{[(4-Chloro-benzenesulfonyl)-((R)-5,5-dimethyl-2-oxo-azepan-3-yl)-amino]-methyl}-3-fluoro-benzoic acid), O (water), [OH-].[Na+] (NaOH). The solvent is C1CCOC1 (THF), C1CCOC1 (THF). Conditions: time 15 minute. The product is ClC1=CC=C(C=C1)S(=O)(=O)N(CC1=C(C=C(C=C1)CO)F)[C@H]1C(NCCC(C1)(C)C)=O (4-Chloro-N-((R)-5,5-dimethyl-2-oxo-azepan-3-yl)-N-(2-fluoro-4-hydroxymethyl-benzyl)-benzenesulfonamide). Reaction SMILES: [Cl:1][C:2]1[CH:7]=[CH:6][C:5]([S:8]([N:11]([CH2:22][C:23]2[CH:31]=[CH:30][C:26]([C:27](O)=[O:28])=[CH:25][C:24]=2[F:32])[C@@H:12]2[CH2:18][C:17]([CH3:20])([CH3:19])[CH2:16][CH2:15][NH:14][C:13]2=[O:21])(=[O:10])=[O:9])=[CH:4][CH:3]=1.[H-].[H-].[H-].[H-].[Li+].[Al+3].O.[OH-].[Na+]>C1COCC1>[Cl:1][C:2]1[CH:7]=[CH:6][C:5]([S:8]([N:11]([C@@H:12]2[CH2:18][C:17]([CH3:19])([CH3:20])[CH2:16][CH2:15][NH:14][C:13]2=[O:21])[CH2:22][C:23]2[CH:31]=[CH:30][C:26]([CH2:27][OH:28])=[CH:25][C:24]=2[F:32])(=[O:9])=[O:10])=[CH:4][CH:3]=1 |f:1.2.3.4.5.6,8.9|. Procedure details: 4-{[(4-Chloro-benzenesulfonyl)-((R)-5,5-dimethyl-2-oxo-azepan-3-yl)-amino]-methyl}-3-fluoro-benzoic acid (0.05 g, 0.10 mmol) was dissolved in THF (2 ml) and added dropwise to a suspension of LiAlH4 (0.04 g, 1 mmol) in THF (2 ml). After 6 h to the reaction mixture was added water (0.5 ml), 1 N NaOH (0.2 ml) and after 15 min of vigorous stirring it was filtered. The filtrate was concentrated under reduced pressure and purified using preparative RP(C18) chromatography: lyophilisate 5 mg; MS: m/e=46... The reactants are COC([C@@H](NC(=O)OC(C)(C)C)CO)=O (N-Boc-L-serine methyl ester), C(Br)(Br)(Br)Br (carbon tetrabromide), C1=CC=C(C=C1)P(C2=CC=CC=C2)C3=CC=CC=C3 (Ph3P). Run in C1CCOC1 (THF), C1CCOC1 (THF). Run at time 24 hour. Yields the product C(C)(C)(C)OC(=O)N[C@H](C(=O)OC)C (methyl(S)-2-tert-butoxycarbonylaminopropanate). The yield is 88.1%. RXN SMILES: [CH3:1][O:2][C:3](=[O:15])[C@H:4]([CH2:13]O)[NH:5][C:6]([O:8][C:9]([CH3:12])([CH3:11])[CH3:10])=[O:7].C(Br)(Br)(Br)Br.C1C=CC(P(C2C=CC=CC=2)C2C=CC=CC=2)=CC=1>C1COCC1>[C:9]([O:8][C:6]([NH:5][C@@H:4]([CH3:13])[C:3]([O:2][CH3:1])=[O:15])=[O:7])([CH3:12])([CH3:11])[CH3:10]. Procedure details: The obtained N-Boc-L-serine methyl ester (6.0 g) and 10.5 g (1.2 eq) of carbon tetrabromide were dissolved in 100 ml of dry THF and a solution prepared by dissolving 8.29 g (1.2 eq) of Ph3P in 50 ml of dry THF was added dropwise under ice cooling, followed by stirring at room temperature for 24 hours. After the reaction, the reaction solution was filtered and purified by silica gel column chromatography to obtain 4.9 g (65%) of methyl(S)-2-tert-butoxycarbonylaminopropanate as a white crystal. Starting materials: C(#N)C1=CC=C(C=C1)C1C(=C(N(C(N1CC=1OC=C(N1)C(=O)OC)=O)C1=CC(=CC=C1)C(F)(F)F)C)C(=O)C1CC1 (Methyl 2-{[6-(4-cyanophenyl)-5-(cyclopropylcarbonyl)-4-methyl-2-oxo-3-[3-(trifluoromethyl)phenyl]-3,6-dihydropyrimidin-1(2H)-yl]methyl}-1,3-oxazole-4-carboxylate), [OH-].[Li+] (lithium hydroxide), CO (Methanol), Cl (hydrochloric acid). The solvent is O1CCCC1 (tetrahydrofuran), O (water). Run at time 16 hour. Product: C(#N)C1=CC=C(C=C1)C1C(=C(N(C(N1CC=1OC=C(N1)C(=O)O)=O)C1=CC(=CC=C1)C(F)(F)F)C)C(=O)C1CC1 (2-{[6-(4-Cyanophenyl)-5-(cyclopropylcarbonyl)-4-methyl-2-oxo-3-[3-(trifluoromethyl)phenyl]-3,6-dihydropyrimidin-1(2H)-yl]methyl}-1,3-oxazole-4-carboxylic acid). RXN SMILES: [C:1]([C:3]1[CH:8]=[CH:7][C:6]([CH:9]2[N:14]([CH2:15][C:16]3[O:17][CH:18]=[C:19]([C:21]([O:23]C)=[O:22])[N:20]=3)[C:13](=[O:25])[N:12]([C:26]3[CH:31]=[CH:30][CH:29]=[C:28]([C:32]([F:35])([F:34])[F:33])[CH:27]=3)[C:11]([CH3:36])=[C:10]2[C:37]([CH:39]2[CH2:41][CH2:40]2)=[O:38])=[CH:5][CH:4]=1)#[N:2].[OH-].[Li+].Cl.CO>O1CCCC1.O>[C:1]([C:3]1[CH:4]=[CH:5][C:6]([CH:9]2[N:14]([CH2:15][C:16]3[O:17][CH:18]=[C:19]([C:21]([OH:23])=[O:22])[N:20]=3)[C:13](=[O:25])[N:12]([C:26]3[CH:31]=[CH:30][CH:29]=[C:28]([C:32]([F:33])([F:34])[F:35])[CH:27]=3)[C:11]([CH3:36])=[C:10]2[C:37]([CH:39]2[CH2:40][CH2:41]2)=[O:38])=[CH:7][CH:8]=1)#[N:2] |f:1.2|. Reported procedure: To a stirred solution of methyl 2-{[6-(4-cyanophenyl)-5-(cyclopropylcarbonyl)-4-methyl-2-oxo-3-[3-(trifluoromethyl)phenyl]-3,6-dihydropyrimidin-1(2H)-yl]methyl}-1,3-oxazole-4-carboxylate (Example 43) (50 mg, 0.09 mmol) in tetrahydrofuran (1.5 ml) is added a solution of lithium hydroxide (4.24 mg, 0.18 mmol) in water (1.5 ml). The reaction solution is stirred at room temperature overnight (16 h). The pH of the solution is adjusted to less than pH 7 with 1 N hydrochloric acid (500 μl). After 5 min... The reactants are CCOC(=O)C1Cc2ccccc2C1=O, CCO, [Cl-], [K+], [K+], [K+], [K+], O=CC(O)C(O)C(O)C(O)CO, O=P([O-])(O)O, O=P([O-])([O-])O. Product: CCOC(=O)C1Cc2ccccc2C1O. Reaction SMILES: [C:28](=[O:29])([O:30][CH2:31][CH3:32])[CH:33]1[C:34](=[O:42])[c:35]2[cH:36][cH:37][cH:38][cH:39][c:40]2[CH2:41]1.[CH3:43][CH2:44][OH:45].[Cl-:26].[K+:18].[K+:24].[K+:25].[K+:27].[O:1]=[CH:2][CH:3]([CH:4]([CH:5]([CH:6]([CH2:7][OH:8])[OH:9])[OH:10])[OH:11])[OH:12].[P:13]([O-:14])([OH:15])([OH:16])=[O:17].[P:19]([O-:20])([O-:21])([OH:22])=[O:23]>>[C:28](=[O:29])([O:30][CH2:31][CH3:32])[CH:33]1[CH:34]([OH:42])[c:35]2[cH:36][cH:37][cH:38][cH:39][c:40]2[CH2:41]1. Starting materials: C1(N(N=CC2=CC=CC=C12)C(CNC)CC1=CC=CC=C1)=O (2-(2H-phthalazin-1-on-2-yl)-N-methyl-N-benzylethylamine), Cl (hydrochloric acid). Reagents/catalysts: [Pd] (palladium on charcoal). Solvent: C(C)O (ethanol). Run at time 18 hour. Product: Cl.C1(N(N=CC2=CC=CC=C12)CCNC)=O (2-(2H-Phthalazin-1-on-2-yl)-N-methylethylamine hydrochloride). As a reaction SMILES: [C:1]1(=[O:22])[C:10]2[C:5](=[CH:6][CH:7]=[CH:8][CH:9]=2)[CH:4]=[N:3][N:2]1[CH:11](CC1C=CC=CC=1)[CH2:12][NH:13][CH3:14].[ClH:23]>C(O)C.[Pd]>[ClH:23].[C:1]1(=[O:22])[C:10]2[C:5](=[CH:6][CH:7]=[CH:8][CH:9]=2)[CH:4]=[N:3][N:2]1[CH2:11][CH2:12][NH:13][CH3:14] |f:4.5|. Procedure details: A solution of 2-(2H-phthalazin-1-on-2-yl)-N-methyl-N-benzylethylamine (41.5 g) in ethanol (1000 ml) and concentrated hydrochloric acid (50 ml) containing 5% palladium on charcoal (4.1 g) was stirred under a hydrogen atmosphere (50 p.s.i.) at room temperature for 18 hours. The reaction mixture was filtered and evaporated to afford a solid which was recrystallised from isopropanol to afford the title compound, yield 22.5 g, m.p. 200°-201°. The reactants are O=C(O)Cc1ccc2c(c1)C(=O)c1ccccc1CO2, Nc1ccc2scnc2c1. Reagents/catalysts: CCN=C=NCCCN(C)C.Cl (EDC-HCl), CC1=NC(=CC=C1)C (2,6-Lutidine), C1=CC=C2C(=C1)N=NN2O (HOBt). The solvent is CN(C)C=O (DMF), CN(C)C=O (DMF), CN(C)C=O (DMF), CN(C)C=O (DMF), CN(C)C=O (DMF), CN(C)C=O (DMF). Conditions: temperature 25 celsius, time 2 hour. The product is O=C(Cc1ccc2c(c1)C(=O)c1ccccc1CO2)Nc1ccc2scnc2c1. The yield is 79.0%. Reaction SMILES: Nc1ccc2scnc2c1.O=C(O)Cc1ccc2c(c1)C(=O)c1ccccc1CO2.CCN=C=NCCCN(C)C.Cl.C1=CC=C2C(=C1)N=NN2O.CC1=NC(=CC=C1)C.CN(C)C=O>>O=C(Cc1ccc2c(c1)C(=O)c1ccccc1CO2)Nc1ccc2scnc2c1.